From a dataset of the Open Reaction Database (ORD), a public repository of structured organic reaction records. describe an organic reaction: reactants, conditions, products, and yield The reactants are O=C([O-])O, CCOCC, CO, FB(F)F, [Na+], COC(=O)C1=COC(O)C2C(CO)=CCC12. Product: COC(=O)C1=COC(OC)C2C(CO)=CCC12. RXN SMILES: [C:26](=[O:27])([OH:28])[O-:29].[CH2:17]([O:18][CH2:19][CH3:20])[CH3:21].[CH3:31][OH:32].[F:22][B:23]([F:24])[F:25].[Na+:30].[OH:1][CH:2]1[O:3][CH:4]=[C:5]([C:13](=[O:14])[O:15][CH3:16])[CH:6]2[CH:7]1[C:8]([CH2:11][OH:12])=[CH:9][CH2:10]2>>[O:1]([CH:2]1[O:3][CH:4]=[C:5]([C:13](=[O:14])[O:15][CH3:16])[CH:6]2[CH:7]1[C:8]([CH2:11][OH:12])=[CH:9][CH2:10]2)[CH3:17]. The reactants are O (water), OC1=CC=C(C=C1)C1=CC=C(C(=O)O)C=C1 (4-(4′-hydroxyphenyl)benzoic acid), [OH-].[Na+] (sodium hydroxide), O(C1=CC=CC=C1)CCCCBr (4-phenoxybutyl bromide). The solvent is CS(=O)C (dimethyl sulfoxide). Reaction conditions: time 8 hour. Yields the product O(C1=CC=CC=C1)CCCCOC1=CC=C(C=C1)C1=CC=C(C(=O)O)C=C1 (4-[4′-(4-phenoxybutyloxy) phenyl]benzoic acid). The yield is 99.0%. Reaction SMILES: [OH:1][C:2]1[CH:7]=[CH:6][C:5]([C:8]2[CH:16]=[CH:15][C:11]([C:12]([OH:14])=[O:13])=[CH:10][CH:9]=2)=[CH:4][CH:3]=1.[OH-].[Na+].[O:19]([CH2:26][CH2:27][CH2:28][CH2:29]Br)[C:20]1[CH:25]=[CH:24][CH:23]=[CH:22][CH:21]=1.O>CS(C)=O>[O:19]([CH2:26][CH2:27][CH2:28][CH2:29][O:1][C:2]1[CH:3]=[CH:4][C:5]([C:8]2[CH:16]=[CH:15][C:11]([C:12]([OH:14])=[O:13])=[CH:10][CH:9]=2)=[CH:6][CH:7]=1)[C:20]1[CH:25]=[CH:24][CH:23]=[CH:22][CH:21]=1 |f:1.2|. Procedure details: A solution of 4-(4′-hydroxyphenyl)benzoic acid (4 g) and 1N sodium hydroxide (41 ml) in dimethyl sulfoxide (40 ml) was heated for 30 minutes at 85° C., then treated with 4-phenoxybutyl bromide (6.42 g) and heating continued for 8 hours. After cooling, the reaction was poured into water and adjusted to pH 2 and the resulting precipitate was collected, washed with water, and dried to give 4-[4′-(4-phenoxybutyloxy) phenyl]benzoic acid (6.7 g). The reactants are C(C)(C)(C)OC(=O)N1CCC(CC1)N1C(C=2C=C(C(=NC2CC1)CCC)C(=O)OCC)=O (Ethyl 6-(1-(tert-butoxycarbonyl)piperidin-4-yl)-5-oxo-2-propyl-5,6,7,8-tetrahydro-1,6-naphthyridine-3-carboxylate), Cl (hydrogen chloride), C(C)(C)OC(C)C (Diisopropyl ether). Run at time 4 hour. Product: O.Cl.Cl.O=C1C=2C=C(C(=NC2CCN1C1CCNCC1)CCC)C(=O)OCC (Ethyl 5-oxo-6-(piperidin-4-yl)-2-propyl-5,6,7,8-tetrahydro-1,6-naphthyridine-3-carboxylate dihydrochloride monohydrate). As a reaction SMILES: C([O:5]C([N:8]1[CH2:13][CH2:12][CH:11]([N:14]2[CH2:23][CH2:22][C:21]3[N:20]=[C:19]([CH2:24][CH2:25][CH3:26])[C:18]([C:27]([O:29][CH2:30][CH3:31])=[O:28])=[CH:17][C:16]=3[C:15]2=[O:32])[CH2:10][CH2:9]1)=O)(C)(C)C.[ClH:33].C(OC(C)C)(C)C>>[OH2:5].[ClH:33].[ClH:33].[O:32]=[C:15]1[N:14]([CH:11]2[CH2:10][CH2:9][NH:8][CH2:13][CH2:12]2)[CH2:23][CH2:22][C:21]2[N:20]=[C:19]([CH2:24][CH2:25][CH3:26])[C:18]([C:27]([O:29][CH2:30][CH3:31])=[O:28])=[CH:17][C:16]1=2 |f:3.4.5.6|. Procedure: Ethyl 6-(1-(tert-butoxycarbonyl)piperidin-4-yl)-5-oxo-2-propyl-5,6,7,8-tetrahydro-1,6-naphthyridine-3-carboxylate (14.9 g) was added to 2M hydrogen chloride (ethanol solution, 167 mL) at room temperature. The mixture was stirred for 4 hours. Diisopropyl ether (1.00 L) was added to the reaction mixture. The mixture was stirred for 30 minutes. The precipitate was collected by filtration, washed with diisopropyl ether, dried under reduced pressure to give the title compound (13.7 g). The reactants are [H-].[Na+] (NaH), C(C)(C)(C)OC(=O)N1CCC(CC1)CCO (4-(2-hydroxy-ethyl)piperidine-1-carboxylic acid tert-butyl ester), ClC1=NC(=NC(=C1)Cl)SC (4,6-dichloro-2-methylsulfanyl-pyrimidine). Solvent: C1CCOC1 (THF), C1CCOC1 (THF). Run at time 30 minute. Yields the product C(C)(C)(C)OC(=O)N1CCC(CC1)CCOC1=NC(=NC(=C1)Cl)SC (4-[2-(6-chloro-2-methylsulfanylpyrimidin-4-yloxy)ethyl]piperidine-1-carboxylic acid tert-butyl ester). Reaction SMILES: [H-].[Na+].[C:3]([O:7][C:8]([N:10]1[CH2:15][CH2:14][CH:13]([CH2:16][CH2:17][OH:18])[CH2:12][CH2:11]1)=[O:9])([CH3:6])([CH3:5])[CH3:4].[Cl:19][C:20]1[CH:25]=[C:24](Cl)[N:23]=[C:22]([S:27][CH3:28])[N:21]=1>C1COCC1>[C:3]([O:7][C:8]([N:10]1[CH2:15][CH2:14][CH:13]([CH2:16][CH2:17][O:18][C:24]2[CH:25]=[C:20]([Cl:19])[N:21]=[C:22]([S:27][CH3:28])[N:23]=2)[CH2:12][CH2:11]1)=[O:9])([CH3:6])([CH3:5])[CH3:4] |f:0.1|. Procedure details: NaH (6.4 mmol) is added to a solution of 4-(2-hydroxy-ethyl)piperidine-1-carboxylic acid tert-butyl ester (5.3 mmol) in THF (10 mL) at 0° C. After stirring at room temperature for 30 min, a solution of 4,6-dichloro-2-methylsulfanyl-pyrimidine (5.3 mmol) in THF (10 mL) is added dropwise to the reaction mixture. The reaction mixture is stirred at room temperature for 12 h and quenched by H2O. The mixture is extracted with AcOEt. The organic layer is washed with H2O, dried over MgSO4 and evaporated... Reactants: C(C1=CC=CC=C1)OC1=C(OC2=CC(=CC=C2C1=O)CCCC)C1=CC(=C(C(=C1)OC)OC)OC (3-Benzyloxy-7-butyl-2-(3,4,5-trimethoxy-phenyl)-chromen-4-one), B(Br)(Br)Br (boron tribromide), O (Water), CO (Methanol). Solvent: ClCCl (dichloromethane), ClCCl (dichloromethane). Run at time 18 hour. Product: C(CCC)C1=CC=C2C(C(=C(OC2=C1)C1=CC(=C(C(=C1)O)O)O)O)=O (7-Butyl-3-hydroxy-2-(3,4,5-trihydroxy-phenyl)-chromen-4-one). Yield: 88.2%. Reaction SMILES: C([O:8][C:9]1[C:18](=[O:19])[C:17]2[C:12](=[CH:13][C:14]([CH2:20][CH2:21][CH2:22][CH3:23])=[CH:15][CH:16]=2)[O:11][C:10]=1[C:24]1[CH:29]=[C:28]([O:30]C)[C:27]([O:32]C)=[C:26]([O:34]C)[CH:25]=1)C1C=CC=CC=1.B(Br)(Br)Br.CO.O>ClCCl>[CH2:20]([C:14]1[CH:13]=[C:12]2[C:17]([C:18](=[O:19])[C:9]([OH:8])=[C:10]([C:24]3[CH:29]=[C:28]([OH:30])[C:27]([OH:32])=[C:26]([OH:34])[CH:25]=3)[O:11]2)=[CH:16][CH:15]=1)[CH2:21][CH2:22][CH3:23]. Procedure details: To a stirring solution of 39d (0.389 g, 1 mmol) in dichloromethane (15 ml) under Ar was added boron tribromide in dichloromethane (1.0M, 5.0 ml, 5 mmol, 4.9 equ). The mixture was then stirred for 18 hours. Methanol (5 ml) was then added. The reaction was heated to reflux for 2 hours, then concentrated in vacuo to give a brown solid. Water (25 ml) was added and the mixture sonicated then extracted into ethyl acetate (3×). The organic layer was washed with brine then dried (MgSO4) and concentrated... Reactants: COC=1C(N(CCC1C(CC)=O)C1=CC(=CC=C1)OC)=O (3-methoxy-1-(3-methoxyphenyl)-2-oxo-4-propionyl-1,2,5,6-tetrahydro-pyridine), Cl.C1(CCCC1)NN (cyclopentylhydrazine hydrochloride), C[O-].[Na+] (sodium methoxide). Solvent: C(C)O (ethanol). Conditions: time 16 hour. Yields the product C1(CCCC1)N1N=C(C2=C1C(N(CC2)C2=CC=C(C=C2)OC)=O)CC (1-cyclopentyl-3-ethyl-6(4-methoxyphenyl)-7-oxo-4,5,6,7-tetrahydro-1-H-pyrazolo[3,4-c]pyridine). As a reaction SMILES: CO[C:3]1[C:4](=[O:21])[N:5]([C:13]2[CH:18]=[CH:17][CH:16]=[C:15](OC)[CH:14]=2)[CH2:6][CH2:7][C:8]=1[C:9](=O)[CH2:10][CH3:11].Cl.[CH:23]1([NH:28][NH2:29])[CH2:27][CH2:26][CH2:25][CH2:24]1.[CH3:30][O-:31].[Na+]>C(O)C>[CH:23]1([N:28]2[C:3]3[C:4](=[O:21])[N:5]([C:13]4[CH:14]=[CH:15][C:16]([O:31][CH3:30])=[CH:17][CH:18]=4)[CH2:6][CH2:7][C:8]=3[C:9]([CH2:10][CH3:11])=[N:29]2)[CH2:27][CH2:26][CH2:25][CH2:24]1 |f:1.2,3.4|. Reported procedure: A stirred mixture of 3-methoxy-1-(3-methoxyphenyl)-2-oxo-4-propionyl-1,2,5,6-tetrahydro-pyridine (0.49 grams, 1.7 mmole), cyclopentylhydrazine hydrochloride (0.40 grams) and sodium methoxide (46 mg, 0.85 mmole) in anhydrous ethanol was heated to reflux. After 16 hours, the mixture was concentrated under reduced pressure and chromatographed on a silica gel column using 1:4 ethyl acetate/hexane as eluent to give a white solid. Recrystallization from ether gave white needles. M.P. 64.65° C.; MS m/z... Reactants: C(CCCCC)SC1=NN2C(=NC(=CC2=O)O)S1 (2-hexylthio-7-hydroxy-5H-1,3,4-thiadiazolo[3,2-a]-pyrimidin-5-one), P(Cl)(Cl)(Cl)(Cl)Cl (phosphorus pentachloride), P(=O)(Cl)(Cl)Cl (phosphorus oxychloride). Reaction conditions: time 2 hour. Product: ClC=1N=C2N(C(C1)=O)N=C(S2)SCCCCCC (7-chloro-2-hexylthio-5H-1,3,4-thiadiazolo[3,2-a]pyrimidin-5-one). The yield is 41.0%. Reaction SMILES: [CH2:1]([S:7][C:8]1[S:18][C:11]2=[N:12][C:13](O)=[CH:14][C:15](=[O:16])[N:10]2[N:9]=1)[CH2:2][CH2:3][CH2:4][CH2:5][CH3:6].P(Cl)(Cl)(Cl)(Cl)[Cl:20].P(Cl)(Cl)(Cl)=O>>[Cl:20][C:13]1[N:12]=[C:11]2[S:18][C:8]([S:7][CH2:1][CH2:2][CH2:3][CH2:4][CH2:5][CH3:6])=[N:9][N:10]2[C:15](=[O:16])[CH:14]=1. Reported procedure: A mixture of 23.5 g of the thus obtained 2-hexylthio-7-hydroxy-5H-1,3,4-thiadiazolo[3,2-a]-pyrimidin-5-one, 17.8 g of phosphorus pentachloride and 50.4 g of phosphorus oxychloride was heated to 65°~90° C. and was stirred for 2 hours. The reaction mixture was concentrated under reduced pressure. The residue was dissolved in toluene. The solution was washed with a potassium carbonate aqueous solution and water respectively, and dried over anhydrous sodium sulfate. The solvent was distilled off, an... The reactants are O=C([O-])[O-], O=C(O)c1ccc(B(O)O)cc1, CC#N, Clc1cccnc1Cl, [Na+], [Na+], c1ccc(P(c2ccccc2)(c2ccccc2)[Pd](P(c2ccccc2)(c2ccccc2)c2ccccc2)(P(c2ccccc2)(c2ccccc2)c2ccccc2)P(c2ccccc2)(c2ccccc2)c2ccccc2)cc1. The product is O=C(O)c1ccc(-c2ncccc2Cl)cc1. As a reaction SMILES: [C:21](=[O:22])([O-:23])[O-:24].[C:9](=[O:10])([OH:11])[c:12]1[cH:13][cH:14][c:15]([B:18]([OH:19])[OH:20])[cH:16][cH:17]1.[CH3:104][C:105]#[N:106].[Cl:1][c:2]1[n:3][cH:4][cH:5][cH:6][c:7]1[Cl:8].[Na+:25].[Na+:26].[cH:27]1[cH:28][cH:29][c:30]([P:31]([Pd:32]([P:33]([c:34]2[cH:35][cH:36][cH:37][cH:38][cH:39]2)([c:40]2[cH:41][cH:42][cH:43][cH:44][cH:45]2)[c:46]2[cH:47][cH:48][cH:49][cH:50][cH:51]2)([P:52]([c:53]2[cH:54][cH:55][cH:56][cH:57][cH:58]2)([c:59]2[cH:60][cH:61][cH:62][cH:63][cH:64]2)[c:65]2[cH:66][cH:67][cH:68][cH:69][cH:70]2)[P:71]([c:72]2[cH:73][cH:74][cH:75][cH:76][cH:77]2)([c:78]2[cH:79][cH:80][cH:81][cH:82][cH:83]2)[c:84]2[cH:85][cH:86][cH:87][cH:88][cH:89]2)([c:90]2[cH:91][cH:92][cH:93][cH:94][cH:95]2)[c:96]2[cH:97][cH:98][cH:99][cH:100][cH:101]2)[cH:102][cH:103]1>>[c:2]1(-[c:15]2[cH:14][cH:13][c:12]([C:9](=[O:10])[OH:11])[cH:17][cH:16]2)[n:3][cH:4][cH:5][cH:6][c:7]1[Cl:8].